describe an organic reaction: reactants, conditions, products, and yield From a dataset of the Open Reaction Database (ORD), a public repository of structured organic reaction records. The reactants are OOS(=O)[O-].[K+] (oxone), O.[Na] (sodium hydrate), C1(CC1)C1=NNC(=C1)N (3-cyclopropyl-5-amino-1H-pyrazole), [Na] (sodium). The solvent is O (water), O (water), O (water), CC(=O)C (acetone). Yields the product C1(CC1)C1=NNC(=C1)[N+](=O)[O-] (3-Cyclopropyl-5-nitro-1H-pyrazole). The yield is 52.0%. RXN SMILES: [OH2:1].[Na].[CH:3]1([C:6]2[CH:10]=[C:9]([NH2:11])[NH:8][N:7]=2)[CH2:5][CH2:4]1.[Na].[OH:13]OS([O-])=O.[K+]>O.CC(C)=O>[CH:3]1([C:6]2[CH:10]=[C:9]([N+:11]([O-:13])=[O:1])[NH:8][N:7]=2)[CH2:5][CH2:4]1 |f:0.1,4.5,^1:1,11|. Reported procedure: To a solution of 2.7 g of sodium hydrate in 454 ml of water 7.1 g (0.058 mol) of 3-cyclopropyl-5-amino-1H-pyrazole and 46.5 g of sodium hydrogenocarbonate were added at 0° C. After 10 minutes a solution of 337 ml of acetone in 221 ml of water and a solution of 130 g (0.21 mol) of oxone in 580 ml of water were contemporaneously dropped under vigorous stirring. After 4 hours at the same temperature the reaction is quenched with a saturated solution of sodium sulfite and extracted with ethylacetate... The reactants are ClC=1C=C2C(=CNC2=CC1)CN(C)C (5-Chloro-3-(dimethylaminomethyl)-1H-indole), [OH-].[Na+] (sodium hydroxide), [N+](=O)([O-])C(C)C (2-nitropropane). Run in C(C)(=O)O (acetic acid). Conditions: temperature 120 celsius, time 20 hour. Product: CC(CC1=CNC2=CC=C(C=C12)Cl)([N+](=O)[O-])C (3-(2,2-dimethyl-2-nitroethyl)-5-chloro-1H-indole). The yield is 105.1%. RXN SMILES: [Cl:1][C:2]1[CH:3]=[C:4]2[C:8](=[CH:9][CH:10]=1)[NH:7][CH:6]=[C:5]2[CH2:11]N(C)C.[OH-].[Na+].[N+:17]([CH:20]([CH3:22])[CH3:21])([O-:19])=[O:18]>C(O)(=O)C>[CH3:21][C:20]([CH3:22])([N+:17]([O-:19])=[O:18])[CH2:11][C:5]1[C:4]2[C:8](=[CH:9][CH:10]=[C:2]([Cl:1])[CH:3]=2)[NH:7][CH:6]=1 |f:1.2|. Reported procedure: 5-Chloro-3-(dimethylaminomethyl)-1H-indole (10.6 g, 50.5 mmol), prepared as in Example 2, Step (a) and powdered sodium hydroxide (3.0 g, 75.0 mmol) were combined in 2-nitropropane (80 mL, 890.8 mmol) and the mixture was stirred at 120° C. and under nitrogen for 20 hours. The mixture was cooled, acidified with 10% acetic acid (80 mL), stirred at room temperature for 1 hour, and then extracted into ether. The organic phase was separated, washed with water and then brine, dried over magnesium sulfa... Reactants: O (water), ClC=1C=C(CBr)C=CC1 (3-Chlorobenzylbromide), C1(=CC=CC2=CC=CC=C12)S(=O)(=O)C1=NNC2=CC=C(C=C12)OCCOS(=O)(=O)C1=CC=C(C=C1)C (toluene-4-sulfonic acid 2-[3-(naphthalene-1-sulfonyl)-1H-indazol-5-yloxy]-ethyl ester), C([O-])([O-])=O.[Cs+].[Cs+] (cesium carbonate). Solvent: CC(=O)C (acetone). Conditions: time 2 hour. Product: ClC=1C=C(CN2N=C(C3=CC(=CC=C23)OCCOS(=O)(=O)C2=CC=C(C=C2)C)S(=O)(=O)C2=CC=CC3=CC=CC=C23)C=CC1 (toluene-4-sulfonic acid 2-[1-(3-chloro-benzyl)-3-(naphthalene-1-sulfonyl)-1H-indazol -5-yloxy]-ethyl ester). The yield is 63.6%. Reaction SMILES: [Cl:1][C:2]1[CH:3]=[C:4]([CH:7]=[CH:8][CH:9]=1)[CH2:5]Br.[C:10]1([S:20]([C:23]2[C:31]3[C:26](=[CH:27][CH:28]=[C:29]([O:32][CH2:33][CH2:34][O:35][S:36]([C:39]4[CH:44]=[CH:43][C:42]([CH3:45])=[CH:41][CH:40]=4)(=[O:38])=[O:37])[CH:30]=3)[NH:25][N:24]=2)(=[O:22])=[O:21])[C:19]2[C:14](=[CH:15][CH:16]=[CH:17][CH:18]=2)[CH:13]=[CH:12][CH:11]=1.C(=O)([O-])[O-].[Cs+].[Cs+].O>CC(C)=O>[Cl:1][C:2]1[CH:3]=[C:4]([CH:7]=[CH:8][CH:9]=1)[CH2:5][N:25]1[C:26]2[C:31](=[CH:30][C:29]([O:32][CH2:33][CH2:34][O:35][S:36]([C:39]3[CH:44]=[CH:43][C:42]([CH3:45])=[CH:41][CH:40]=3)(=[O:38])=[O:37])=[CH:28][CH:27]=2)[C:23]([S:20]([C:10]2[C:19]3[C:14](=[CH:15][CH:16]=[CH:17][CH:18]=3)[CH:13]=[CH:12][CH:11]=2)(=[O:21])=[O:22])=[N:24]1 |f:2.3.4|. Procedure: 3-Chlorobenzylbromide (0.90 mL, 6.8 mmol) was added to a stirring suspension of toluene-4-sulfonic acid 2-[3-(naphthalene-1-sulfonyl)-1H-indazol-5-yloxy]-ethyl ester (3.24 g, 6.20 mmol) and cesium carbonate (2.21 g, 6.78 mmol) in acetone (80 mL). The mixture was stirred at ambient temperature under nitrogen for 2 hours. It was then poured into excess water and extracted with chloroform. The organic phase was washed with brine, dried with anhydrous magnesium sulfate, filtered and concentrated. Th...